Dataset: the Open Reaction Database (ORD), a public repository of structured organic reaction records. Task: describe an organic reaction: reactants, conditions, products, and yield The reactants are [Br-], O=C(O)c1ccc(CBr)cc1, CCCc1c(CSc2nnc(S)s2)ccc(C(C)=O)c1O, O=C([O-])[O-], CCCC[N+](CCCC)(CCCC)CCCC, CCOC(C)=O, CCC(C)=O, Cl, [K+], [K+], [Na+], [OH-]. The product is CCCc1c(CSc2nnc(SCc3ccc(C(=O)O)cc3)s2)ccc(C(C)=O)c1O. As a reaction SMILES: [Br-:42].[Br:22][CH2:23][c:24]1[cH:25][cH:26][c:27]([C:28](=[O:29])[OH:30])[cH:31][cH:32]1.[C:1]([CH3:2])(=[O:3])[c:4]1[c:5]([OH:21])[c:6]([CH2:18][CH2:19][CH3:20])[c:7]([CH2:8][S:9][c:10]2[s:11][c:12]([SH:15])[n:13][n:14]2)[cH:16][cH:17]1.[C:33](=[O:34])([O-:35])[O-:36].[CH2:43]([N+:44]([CH2:45][CH2:46][CH2:47][CH3:48])([CH2:49][CH2:50][CH2:51][CH3:52])[CH2:53][CH2:54][CH2:55][CH3:56])[CH2:57][CH2:58][CH3:59].[CH3:60][CH2:61][O:62][C:63](=[O:64])[CH3:65].[CH3:66][C:67](=[O:68])[CH2:69][CH3:70].[ClH:41].[K+:37].[K+:38].[Na+:40].[OH-:39]>>[C:1]([CH3:2])(=[O:3])[c:4]1[c:5]([OH:21])[c:6]([CH2:18][CH2:19][CH3:20])[c:7]([CH2:8][S:9][c:10]2[s:11][c:12]([S:15][CH2:23][c:24]3[cH:25][cH:26][c:27]([C:28](=[O:29])[OH:30])[cH:31][cH:32]3)[n:13][n:14]2)[cH:16][cH:17]1. Reported procedure: 1,2-Diamino-4-bromopyridinium 2,4,6-trimethylbenzenesulfonate (15.6 g, 40.2 mmole) in pyridine (106 ml) is heated overnight at 100° C. with benzoyl chloride (9.4 ml, 80 mmole) giving a redbrown solution and after 2 hrs a brown suspension. The reaction mixture is concentrated in vacuo and the residue is triturated for 2.5 hr in sat. aqueous ammonium chloride solution (300 ml), while neutralizing to pH 6-7 with sat. aqueous sodium bicarbonate solution. The solid is collected by filtration, washed ... Solvent: N1=CC=CC=C1 (pyridine). Product: BrC1=CC=2N(C=C1)N=C(N2)C2=CC=CC=C2 (7-bromo-2-phenyl-[1,2,4]triazolo[1,5-a]pyridine). Isolated yield 61.5%. As a reaction SMILES: C[C:2]1[CH:7]=[C:6](C)[CH:5]=[C:4]([CH3:9])[C:3]=1S([O-])(=O)=O.[NH2:14][N+:15]1[CH:20]=[CH:19][C:18]([Br:21])=[CH:17][C:16]=1[NH2:22].C(Cl)(=O)C1C=CC=CC=1>N1C=CC=CC=1>[Br:21][C:18]1[CH:19]=[CH:20][N:15]2[N:14]=[C:9]([C:4]3[CH:3]=[CH:2][CH:7]=[CH:6][CH:5]=3)[N:22]=[C:16]2[CH:17]=1 |f:0.1|. The reactants are CC1=C(C(=CC(=C1)C)C)S(=O)(=O)[O-].N[N+]1=C(C=C(C=C1)Br)N (1,2-Diamino-4-bromopyridinium 2,4,6-trimethylbenzenesulfonate), C(C1=CC=CC=C1)(=O)Cl (benzoyl chloride). Conditions: time 2 hour. Starting materials: Cl.N1(C=NC=C1)C1=CC=C2NC(C(N(C2=C1)CCC)=O)=O (7-(1-imidazolyl)-1-n-propylquinoxaline-2,3-(1H,4H)-dione hydrochloride), [N+](=O)([O-])[O-].[K+] (potassium nitrate). The solvent is ice water, S(O)(O)(=O)=O (sulfuric acid). Reaction conditions: time 8 hour. Product: Cl.N1(C=NC=C1)C1=C(C=C2NC(C(N(C2=C1)CCC)=O)=O)[N+](=O)[O-] (7-(1-imidazolyl)-6-nitro-1-n-propylquinoxaline-2,3-(1H,4H)-dione hydrochloride). Isolated yield 78.5%. Reaction SMILES: [ClH:1].[N:2]1([C:7]2[CH:16]=[C:15]3[C:10]([NH:11][C:12](=[O:21])[C:13](=[O:20])[N:14]3[CH2:17][CH2:18][CH3:19])=[CH:9][CH:8]=2)[CH:6]=[CH:5][N:4]=[CH:3]1.[N+:22]([O-])([O-:24])=[O:23].[K+]>S(=O)(=O)(O)O>[ClH:1].[N:2]1([C:7]2[CH:16]=[C:15]3[C:10]([NH:11][C:12](=[O:21])[C:13](=[O:20])[N:14]3[CH2:17][CH2:18][CH3:19])=[CH:9][C:8]=2[N+:22]([O-:24])=[O:23])[CH:6]=[CH:5][N:4]=[CH:3]1 |f:0.1,2.3,5.6|. Procedure: To a solution of 1 g of 7-(1-imidazolyl)-1-n-propylquinoxaline-2,3-(1H,4H)-dione hydrochloride in 8 ml of sulfuric acid was added 0.4 g of potassium nitrate, and the mixture was stirred overnight. The reaction mixture was poured in ice-water and adjusted to pH 7. The resulting crystals were recrystallized from 1N-hydrochloric acid to provide 0.9 g of 7-(1-imidazolyl)-6-nitro-1-n-propylquinoxaline-2,3-(1H,4H)-dione hydrochloride. Starting materials: Nc1ccc(Br)c(N)n1, O=C([O-])[O-], C1COCCO1, OB(O)c1cccc(Cl)c1Cl, [K+], [K+], O, [Pd], c1ccc(P(c2ccccc2)c2ccccc2)cc1, c1ccc(P(c2ccccc2)c2ccccc2)cc1, c1ccc(P(c2ccccc2)c2ccccc2)cc1, c1ccc(P(c2ccccc2)c2ccccc2)cc1. The product is Nc1ccc(-c2cccc(Cl)c2Cl)c(N)n1. Reaction SMILES: [Br:1][c:2]1[c:3]([NH2:9])[n:4][c:5]([NH2:8])[cH:6][cH:7]1.[C:21](=[O:22])([O-:23])[O-:24].[CH2:27]1[O:28][CH2:29][CH2:30][O:31][CH2:32]1.[Cl:10][c:11]1[c:12]([B:18]([OH:19])[OH:20])[cH:13][cH:14][cH:15][c:16]1[Cl:17].[K+:25].[K+:26].[OH2:33].[Pd:110].[c:34]1([P:35]([c:36]2[cH:37][cH:38][cH:39][cH:40][cH:41]2)[c:42]2[cH:43][cH:44][cH:45][cH:46][cH:47]2)[cH:48][cH:49][cH:50][cH:51][cH:52]1.[c:53]1([P:54]([c:55]2[cH:56][cH:57][cH:58][cH:59][cH:60]2)[c:61]2[cH:62][cH:63][cH:64][cH:65][cH:66]2)[cH:67][cH:68][cH:69][cH:70][cH:71]1.[c:72]1([P:73]([c:74]2[cH:75][cH:76][cH:77][cH:78][cH:79]2)[c:80]2[cH:81][cH:82][cH:83][cH:84][cH:85]2)[cH:86][cH:87][cH:88][cH:89][cH:90]1.[c:91]1([P:92]([c:93]2[cH:94][cH:95][cH:96][cH:97][cH:98]2)[c:99]2[cH:100][cH:101][cH:102][cH:103][cH:104]2)[cH:105][cH:106][cH:107][cH:108][cH:109]1>>[c:2]1(-[c:12]2[c:11]([Cl:10])[c:16]([Cl:17])[cH:15][cH:14][cH:13]2)[c:3]([NH2:9])[n:4][c:5]([NH2:8])[cH:6][cH:7]1. Starting materials: ClC1=CC=C(OC2=C(NC3=CC=C(C=C23)SC)C)C=C1 (3-(4-chlorophenoxy)-2-methyl-5-(methylthio)-1H-indole), C([O-])([O-])=O.[K+].[K+] (potassium carbonate), BrCC(=O)OC (methyl bromoacetate). Solvent: CN(C)C=O (DMF). Run at temperature 50 celsius, time 3 hour. The product is ClC1=CC=C(OC2=C(N(C3=CC=C(C=C23)SC)CC(=O)OC)C)C=C1 (3-(4-chlorophenoxy)-2-methyl-5-(methylthio)-1H-indole-1-acetic acid, methyl ester). Reaction SMILES: [Cl:1][C:2]1[CH:20]=[CH:19][C:5]([O:6][C:7]2[C:15]3[C:10](=[CH:11][CH:12]=[C:13]([S:16][CH3:17])[CH:14]=3)[NH:9][C:8]=2[CH3:18])=[CH:4][CH:3]=1.C(=O)([O-])[O-].[K+].[K+].Br[CH2:28][C:29]([O:31][CH3:32])=[O:30]>CN(C=O)C>[Cl:1][C:2]1[CH:20]=[CH:19][C:5]([O:6][C:7]2[C:15]3[C:10](=[CH:11][CH:12]=[C:13]([S:16][CH3:17])[CH:14]=3)[N:9]([CH2:28][C:29]([O:31][CH3:32])=[O:30])[C:8]=2[CH3:18])=[CH:4][CH:3]=1 |f:1.2.3|. Procedure details: A mixture of the product from step (i) (0.45 g), potassium carbonate (0.415 g) and methyl bromoacetate (0.21 ml) in DMF (3 ml) was stirred at 50° C. for 3 h. The reaction was partitioned between ethylacetate/water. The organics were washed with water, dried and evaporated under reduced pressure. The residue was purified by chromatography on silica eluting with 5-15% ethylacetate/iso-hexane. Yield 0.33 g Reactants: N[C@H]([C@H](O)C1=CC=C(C=C1)O)C ((1R,2S)-2-amino-1-(4-hydroxyphenyl)propan-1-ol), BrC1=C(OCC(=O)OCC)C=CC(=C1)CCBr (ethyl 2-[2-bromo-4-(2-bromoethyl)phenoxy]acetate), 4A, powder. The solvent is CN(C=O)C (N,N-dimethylformamide). Run at time 2 day. Yields the product BrC1=C(OCC(=O)OCC)C=CC(=C1)CCN[C@H]([C@@H](C1=CC=C(C=C1)O)O)C (ethyl 2-[2-bromo-4-[2-[[(1S,2R)-2-hydroxy-2-(4-hydroxyphenyl)-1-methylethyl]amino]ethyl]phenoxy]acetate). The yield is 55.4%. As a reaction SMILES: [NH2:1][C@@H:2]([CH3:12])[C@@H:3]([C:5]1[CH:10]=[CH:9][C:8]([OH:11])=[CH:7][CH:6]=1)[OH:4].[Br:13][C:14]1[CH:26]=[C:25]([CH2:27][CH2:28]Br)[CH:24]=[CH:23][C:15]=1[O:16][CH2:17][C:18]([O:20][CH2:21][CH3:22])=[O:19]>CN(C)C=O>[Br:13][C:14]1[CH:26]=[C:25]([CH2:27][CH2:28][NH:1][C@@H:2]([CH3:12])[C@H:3]([OH:4])[C:5]2[CH:10]=[CH:9][C:8]([OH:11])=[CH:7][CH:6]=2)[CH:24]=[CH:23][C:15]=1[O:16][CH2:17][C:18]([O:20][CH2:21][CH3:22])=[O:19]. Procedure details: A suspension of (1R,2S)-2-amino-1-(4-hydroxyphenyl)propan-1-ol (475 mg), ethyl 2-[2-bromo-4-(2-bromoethyl)phenoxy]acetate (520 mg) and molecular sieves 4A powder (1.42 g) in N,N-dimethylformamide (4.7 ml) was stirred for 2 days at room temperature. Purification of the reaction mixture by medium pressure liquid column chromatography on aminopropyl silica gel (eluent:dichloromethane/methanol=10/1) gave ethyl 2-[2-bromo-4-[2-[[(1S,2R)-2-hydroxy-2-(4-hydroxyphenyl)-1-methylethyl]amino]ethyl]phenoxy]... Reactants: CC(C)(C)OC(=O)CBr, Cc1nc(-c2ccc(C(F)(F)F)cc2)sc1COc1cccc2[nH]ccc12, [H-], [Na+], CN(C)C=O. The product is Cc1nc(-c2ccc(C(F)(F)F)cc2)sc1COc1cccc2c1ccn2CC(=O)OC(C)(C)C. RXN SMILES: [C:28]([CH3:29])([CH3:30])([CH3:31])[O:32][C:33]([CH2:34][Br:35])=[O:36].[CH3:1][c:2]1[n:3][c:4](-[c:18]2[cH:19][cH:20][c:21]([C:24]([F:25])([F:26])[F:27])[cH:22][cH:23]2)[s:5][c:6]1[CH2:7][O:8][c:9]1[c:10]2[cH:11][cH:12][nH:13][c:14]2[cH:15][cH:16][cH:17]1.[H-:37].[Na+:38].[O:39]=[CH:40][N:41]([CH3:42])[CH3:43]>>[CH3:1][c:2]1[n:3][c:4](-[c:18]2[cH:19][cH:20][c:21]([C:24]([F:25])([F:26])[F:27])[cH:22][cH:23]2)[s:5][c:6]1[CH2:7][O:8][c:9]1[c:10]2[cH:11][cH:12][n:13]([CH2:34][C:33]([O:32][C:28]([CH3:29])([CH3:30])[CH3:31])=[O:36])[c:14]2[cH:15][cH:16][cH:17]1. The reactants are CC(=O)C (acetone), [BH4-].[Na+] (sodium borohydride), C(C)(=O)C=1N=C(N(C1C#N)CC1=CC=C(C=C1)C1=C(C=CC=C1)C(=O)OC(C)(C)C)CCCC (4-acetyl-1-[(2'-t-butoxycarbonylbiphenyl-4-yl)methyl]-2-butylimidazole-5-carbonitrile), [BH4-].[Na+] (sodium borohydride). Solvent: C(C)O (ethanol). Reaction conditions: time 1 hour. Product: C(C)(C)(C)OC(=O)C1=C(C=CC=C1)C1=CC=C(C=C1)CN1C(=NC(=C1C#N)C(C)O)CCCC (1-[(2'-t-Butoxycarbonylbiphenyl-4-yl)methyl]-2-butyl-4-(1-hydroxyethyl)imidazole-5-carbonitrile). The yield is 99.6%. Reaction SMILES: [BH4-].[Na+].[C:3]([C:6]1[N:7]=[C:8]([CH2:33][CH2:34][CH2:35][CH3:36])[N:9]([CH2:13][C:14]2[CH:19]=[CH:18][C:17]([C:20]3[CH:25]=[CH:24][CH:23]=[CH:22][C:21]=3[C:26]([O:28][C:29]([CH3:32])([CH3:31])[CH3:30])=[O:27])=[CH:16][CH:15]=2)[C:10]=1[C:11]#[N:12])(=[O:5])[CH3:4].CC(C)=O>C(O)C>[C:29]([O:28][C:26]([C:21]1[CH:22]=[CH:23][CH:24]=[CH:25][C:20]=1[C:17]1[CH:18]=[CH:19][C:14]([CH2:13][N:9]2[C:10]([C:11]#[N:12])=[C:6]([CH:3]([OH:5])[CH3:4])[N:7]=[C:8]2[CH2:33][CH2:34][CH2:35][CH3:36])=[CH:15][CH:16]=1)=[O:27])([CH3:32])([CH3:31])[CH3:30] |f:0.1|. Procedure: 0.098 g of sodium borohydride was added to a solution of 1.18 g of 4-acetyl-1-[(2'-t-butoxycarbonylbiphenyl-4-yl)methyl]-2-butylimidazole-5-carbonitrile [prepared as described in step (a) above] in 30 ml of ethanol, and the resulting mixture was stirred at room temperature for 1 hour. The excess sodium borohydride was decomposed by adding acetone, and then the reaction mixture was concentrated by evaporation under reduced pressure. The residue was diluted with an aqueous solution of sodium chlor...